This data is from the Open Reaction Database (ORD), a public repository of structured organic reaction records. The task is: describe an organic reaction: reactants, conditions, products, and yield Starting materials: COC([C@@H](C(CC1=CC=C(C=C1)C1=CC(=CC=C1)Cl)N)OC)=O ((R)-3-amino-4-(3′-chloro-biphenyl-4-yl)-2-methoxy-butyric acid methyl ester), [OH-].[Na+] (NaOH), CO (MeOH), O=S(Cl)Cl (SOCl2), Cl (HCl). Reaction conditions: time 2 hour. Product: Cl.C(C)OC([C@@H](C(CC1=CC=C(C=C1)C1=CC(=CC=C1)Cl)N)OC)=O ((R)-3-amino-4-(3′-chloro-biphenyl-4-yl)-2-methoxy-butyric acid ethyl ester hydrochloride). RXN SMILES: [CH3:1][O:2][C:3](=[O:23])[C@H:4]([O:21][CH3:22])[CH:5]([NH2:20])[CH2:6][C:7]1[CH:12]=[CH:11][C:10]([C:13]2[CH:18]=[CH:17][CH:16]=[C:15]([Cl:19])[CH:14]=2)=[CH:9][CH:8]=1.[OH-].[Na+].Cl.O=S(Cl)Cl.[CH3:31]O>>[ClH:19].[CH2:1]([O:2][C:3](=[O:23])[C@H:4]([O:21][CH3:22])[CH:5]([NH2:20])[CH2:6][C:7]1[CH:8]=[CH:9][C:10]([C:13]2[CH:18]=[CH:17][CH:16]=[C:15]([Cl:19])[CH:14]=2)=[CH:11][CH:12]=1)[CH3:31] |f:1.2,6.7|. Procedure details: To a solution of (R)-3-amino-4-(3′-chloro-biphenyl-4-yl)-2-methoxy-butyric acid methyl ester (500 mg, 1.15 mmol) in MeOH (5 mL) is added 2M NaOH aqueous solution (5 mL). After being stirred at room temperature for 2 h, the reaction mixture is acidified with 2M HCl and extracted with EtOAc. The organic layer is dried over Na2SO4 and concentrated. The residue is dissolved in EtOH (5 mL) and treated with SOCl2 (0.252 mL, 3.26 mmol). After being stirred at 55° C., the reaction mixture was cocentrate... Reactants: NC1=NC=NC(=C1C#N)N1CCC(CC1)C=1N(C=C(N1)C1=CC(=C(C=C1)F)C(F)(F)F)C (4-amino-6-{4-[4-(4-fluoro-3-trifluoromethyl-phenyl)-1-methyl-1H-imidazol-2-yl]-piperidin-1-yl}-pyrimidine-5-carbonitrile), Cl.N1(CCC1)CCN1C(=NC(=C1)C1=CC(=C(C=C1)F)Cl)C1CCNCC1 (4-[1-(2-Azetidin-1-yl-ethyl)-4-(3-chloro-4-fluoro-phenyl)-1H-imidazol-2-yl]-piperidine hydrochloride). Yields the product NC1=NC=NC(=C1C#N)N1CCC(CC1)C=1N(C=C(N1)C1=CC(=C(C=C1)F)Cl)CCN1CCC1 (4-Amino-6-{4-[1-(2-azetidin-1-yl-ethyl)-4-(3-chloro-4-fluoro-phenyl)-1H-imidazol-2-yl]-piperidin-1-yl}-pyrimidine-5-carbonitrile). As a reaction SMILES: [NH2:1][C:2]1[C:7]([C:8]#[N:9])=[C:6](N2CCC(C3N(C)C=C(C4C=CC(F)=C(C(F)(F)F)C=4)N=3)CC2)[N:5]=[CH:4][N:3]=1.Cl.[N:34]1([CH2:38][CH2:39][N:40]2[CH:44]=[C:43]([C:45]3[CH:50]=[CH:49][C:48]([F:51])=[C:47]([Cl:52])[CH:46]=3)[N:42]=[C:41]2[CH:53]2[CH2:58][CH2:57][NH:56][CH2:55][CH2:54]2)[CH2:37][CH2:36][CH2:35]1>>[NH2:1][C:2]1[C:7]([C:8]#[N:9])=[C:6]([N:56]2[CH2:57][CH2:58][CH:53]([C:41]3[N:40]([CH2:39][CH2:38][N:34]4[CH2:37][CH2:36][CH2:35]4)[CH:44]=[C:43]([C:45]4[CH:50]=[CH:49][C:48]([F:51])=[C:47]([Cl:52])[CH:46]=4)[N:42]=3)[CH2:54][CH2:55]2)[N:5]=[CH:4][N:3]=1 |f:1.2|. Reported procedure: The title compound was prepared in an analogous manner as 4-amino-6-{4-[4-(4-fluoro-3-trifluoromethyl-phenyl)-1-methyl-1H-imidazol-2-yl]-piperidin-1-yl}-pyrimidine-5-carbonitrile using 4-[1-(2-Azetidin-1-yl-ethyl)-4-(3-chloro-4-fluoro-phenyl)-1H-imidazol-2-yl]-piperidine hydrochloride instead of 4-[4-(4-fluoro-3-trifluoromethyl-phenyl)-1-methyl-1h-imidazol-2-yl]-piperidine. LC-MS: (M+1=481, obsd.=481). The reactants are C(C)(C)(C)OC(=O)N1CCC(CC1)OC1=C(C=C(C=C1)C#N)F (4-(4-cyano-2-fluorophenoxy)piperidine-1-carboxylic acid tert-butyl ester), FC=1C=C(C#N)C=CC1OC1CCNCC1 (3-fluoro-4-(piperidin-4-yloxy)benzonitrile). Run in N1=CC=CC=C1 (pyridine), C(C)(=O)OC(C)=O (acetic anhydride). The product is C(C)(=O)N1CCC(CC1)OC1=C(C=C(C#N)C=C1)F (4-(1-Acetylpiperidin-4-yloxy)-3-fluorobenzonitrile). RXN SMILES: C([O:5][C:6]([N:8]1[CH2:13][CH2:12][CH:11]([O:14][C:15]2[CH:20]=[CH:19][C:18]([C:21]#[N:22])=[CH:17][C:16]=2[F:23])[CH2:10][CH2:9]1)=O)(C)(C)C.F[C:25]1C=C(C=CC=1OC1CCNCC1)C#N>C(OC(=O)C)(=O)C.N1C=CC=CC=1>[C:6]([N:8]1[CH2:13][CH2:12][CH:11]([O:14][C:15]2[CH:20]=[CH:19][C:18]([C:21]#[N:22])=[CH:17][C:16]=2[F:23])[CH2:10][CH2:9]1)(=[O:5])[CH3:25]. Reported procedure: Synthesized from 4-(4-cyano-2-fluorophenoxy)piperidine-1-carboxylic acid tert-butyl ester (2.8 g) according to an analogous synthetic method to Example 215 described below, the total amount of 3-fluoro-4-(piperidin-4-yloxy)benzonitrile crude product was dissolved in acetic anhydride (30 ml) and pyridine (30 ml), and the solution was stirred overnight at room temperature. The solvent was evaporated in vacuo, the solution was extracted with ethyl acetate, then sequentially washed with a saturated ... The reactants are [BH4-], COC(=O)c1cc(Br)ccc1Sc1ccccc1, Cl, [Li+], C1CCOC1, O. Yields the product OCc1cc(Br)ccc1Sc1ccccc1. RXN SMILES: [BH4-:1].[Br:3][c:4]1[cH:5][c:6]([C:7](=[O:8])[O:9][CH3:10])[c:11]([S:14][c:15]2[cH:16][cH:17][cH:18][cH:19][cH:20]2)[cH:12][cH:13]1.[ClH:21].[Li+:2].[O:23]1[CH2:24][CH2:25][CH2:26][CH2:27]1.[OH2:22]>>[Br:3][c:4]1[cH:5][c:6]([CH2:7][OH:8])[c:11]([S:14][c:15]2[cH:16][cH:17][cH:18][cH:19][cH:20]2)[cH:12][cH:13]1. Starting materials: N (ammonia), CN(C)CC#C (dimethylaminoprop-2-yne), [Na] (sodium), ferric nitrate, Cl.BrCCCN (3-bromopropylamine hydrochloride), N (ammonia). Solvent: C(C)OCC (diethyl ether). Run at time 1 hour. The product is CN(CC#CCCCN)C (6-dimethylaminohex-4-ynylamine). Yield: 16.0%. Reaction SMILES: N.[Na].[CH3:3][N:4]([CH2:6][C:7]#[CH:8])[CH3:5].Cl.Br[CH2:11][CH2:12][CH2:13][NH2:14]>C(OCC)C>[CH3:3][N:4]([CH3:5])[CH2:6][C:7]#[C:8][CH2:11][CH2:12][CH2:13][NH2:14] |f:3.4,^1:1|. Reported procedure: A flask fitted with a dry ice condenser was charged with liquid ammonia (250 ml). To this was added sodium (0.24 mol) in portions together with a few grains of ferric nitrate; subsequently dimethylaminoprop-2-yne (0.24 mol) was added. The reaction mixture was stirred for one hour, 3-bromopropylamine hydrochloride (0.24 mol) was added in portions and the mixture stirred for a further two hours. Anhydrous diethyl ether (150 ml) was added and excess ammonia was allowed to evaporate overnight. The r... Starting materials: S(=O)(Cl)Cl (Thionyl chloride), FC1=CC(=C(C(=O)O)C=C1)C (4-fluoro-2-methyl-benzoic acid), C[S-].[Na+] (sodium thiomethoxide). The solvent is CO (methanol). Run at temperature 60 celsius, time 2 hour. The product is CC1=C(C(=O)O)C=CC(=C1)SC (2-methyl-4-(methylthio)benzoic acid). RXN SMILES: S(Cl)(Cl)=O.F[C:6]1[CH:14]=[CH:13][C:9]([C:10]([OH:12])=[O:11])=[C:8]([CH3:15])[CH:7]=1.[CH3:16][S-:17].[Na+]>CO>[CH3:15][C:8]1[CH:7]=[C:6]([S:17][CH3:16])[CH:14]=[CH:13][C:9]=1[C:10]([OH:12])=[O:11] |f:2.3|. Reported procedure: Thionyl chloride (2 mL, 27.4 mmol) was added dropwise to a solution of 4-fluoro-2-methyl-benzoic acid (1.25 g, 8.11 mmol) in methanol (10 mL). The reaction mixture was stirred at 60° C. for 2 hours. The reaction mixture was concentrated in vacuo and methyl 4-fluoro-2-methylbenzoate was used in the next step without further purification. Methyl 4-fluoro-2-methylbenzoate was dissolved in DMF (5 mL) and sodium thiomethoxide (1.1 g, 15.7 mmol) was added and the reaction mixture was heated to 80° C. ... As a reaction SMILES: [CH2:21]1[CH2:22][CH2:23][NH:24][CH2:25][CH2:26]1.[CH3:27][C:28](=[O:29])[OH:30].[OH:8][c:9]1[cH:10][c:11]([CH:12]=[O:13])[cH:14][c:15]([N+:18](=[O:19])[O-:20])[c:16]1[OH:17].[S:1]=[C:2]1[NH:3][C:4](=[O:7])[O:5][CH2:6]1>>[S:1]=[C:2]1[NH:3][C:4](=[O:7])[O:5][C:6]1=[CH:12][c:11]1[cH:10][c:9]([OH:8])[c:16]([OH:17])[c:15]([N+:18](=[O:19])[O-:20])[cH:14]1. Product: O=C1NC(=S)C(=Cc2cc(O)c(O)c([N+](=O)[O-])c2)O1. Reactants: C1CCNCC1, CC(=O)O, O=Cc1cc(O)c(O)c([N+](=O)[O-])c1, O=C1NC(=S)CO1. Reported procedure: 4N-Hydrochloric acid/1,4-dioxane (4 ml) was added to the tert-butyl 3-(4-amino-3-((3,5-dimethoxyphenyl)ethynyl)-1H-pyrazolo[3,4-d]pyrimidin-1-yl)pyrrolidine-1-carboxylate (32 mg) obtained in Step 3, and the mixture was stirred at room temperature for 1.5 hours. After distilling the solvent of the resulting reaction mixture off under reduced pressure, toluene azeotropic distillation was subsequently performed to obtain a crude product of 3-((3,5-dimethoxyphenyl)ethynyl)-1-(pyrrolidin-3-yl)-1H-pyr... Reactants: Cl.O1CCOCC1 (Hydrochloric acid 1,4-dioxane), NC1=C2C(=NC=N1)N(N=C2C#CC2=CC(=CC(=C2)OC)OC)C2CN(CC2)C(=O)OC(C)(C)C (tert-butyl 3-(4-amino-3-((3,5-dimethoxyphenyl)ethynyl)-1H-pyrazolo[3,4-d]pyrimidin-1-yl)pyrrolidine-1-carboxylate). Isolated yield 127.5%. Reaction SMILES: Cl.O1CCOCC1.[NH2:8][C:9]1[N:14]=[CH:13][N:12]=[C:11]2[N:15]([CH:30]3[CH2:34][CH2:33][N:32](C(OC(C)(C)C)=O)[CH2:31]3)[N:16]=[C:17]([C:18]#[C:19][C:20]3[CH:25]=[C:24]([O:26][CH3:27])[CH:23]=[C:22]([O:28][CH3:29])[CH:21]=3)[C:10]=12>>[CH3:27][O:26][C:24]1[CH:25]=[C:20]([C:19]#[C:18][C:17]2[C:10]3[C:11](=[N:12][CH:13]=[N:14][C:9]=3[NH2:8])[N:15]([CH:30]3[CH2:34][CH2:33][NH:32][CH2:31]3)[N:16]=2)[CH:21]=[C:22]([O:28][CH3:29])[CH:23]=1 |f:0.1|. The product is COC=1C=C(C=C(C1)OC)C#CC1=NN(C2=NC=NC(=C21)N)C2CNCC2 (3-((3,5-dimethoxyphenyl)ethynyl)-1-(pyrrolidin-3-yl)-1H-pyrazolo[3,4-d]pyrimidin-4-amine). Run at time 1.5 hour. Reaction SMILES: [C:1]([C:4]1[CH:5]=[C:6]([CH:22]=[CH:23][CH:24]=1)[O:7][C:8]1[C:13]([CH2:14][C:15]([O:17][CH3:18])=[O:16])=[C:12]([N:19]([CH3:21])[CH3:20])[N:11]=[CH:10][N:9]=1)(=O)[CH3:2].Cl.[NH2:26][OH:27].C([O-])(=O)C.[Na+]>CO>[N:26](=[C:1]([C:4]1[CH:5]=[C:6]([CH:22]=[CH:23][CH:24]=1)[O:7][C:8]1[C:13]([CH2:14][C:15]([O:17][CH3:18])=[O:16])=[C:12]([N:19]([CH3:21])[CH3:20])[N:11]=[CH:10][N:9]=1)[CH3:2])[OH:27] |f:1.2,3.4|. Procedure details: The methyl 4-(3-acetylphenoxy)-6-dimethylamino-pyrimidin-5-yl-acetate obtained is dissolved in 500 ml methanol, and hydroxylamine hydrochloride (76 g, 1.1 mol) and sodium acetate (107 g, 1.3 mol) are added at 0° C. After stirring for 2 hours at room temperature the product is crystallized by adding water. Filtering and drying gives methyl 4-[3-(1-hydroximinoethyl)-phenoxy]-6-dimethylamino-pyrimidin-5-yl-acetate in form of yellowish crystals (292 g) having a m.p. of 113°-115° C. Yields the product N(O)=C(C)C=1C=C(OC2=NC=NC(=C2CC(=O)OC)N(C)C)C=CC1 (methyl 4-[3-(1-hydroximinoethyl)-phenoxy]-6-dimethylamino-pyrimidin-5-yl-acetate), crystals. Conditions: time 2 hour. Starting materials: C(C)(=O)C=1C=C(OC2=NC=NC(=C2CC(=O)OC)N(C)C)C=CC1 (methyl 4-(3-acetylphenoxy)-6-dimethylamino-pyrimidin-5-yl-acetate), Cl.NO (hydroxylamine hydrochloride), C(C)(=O)[O-].[Na+] (sodium acetate). The solvent is CO (methanol).